This data is from the Open Reaction Database (ORD), a public repository of structured organic reaction records. The task is: describe an organic reaction: reactants, conditions, products, and yield Reactants: CC(C)(C)c1ccc(N2CCN(c3ccc(CO)cc3)C2=O)cc1, C[N+]1([O-])CCOCC1, CCC[N+](CCC)(CCC)CCC, CC#N. Yields the product CC(C)(C)c1ccc(N2CCN(c3ccc(C=O)cc3)C2=O)cc1. As a reaction SMILES: [C:1]([CH3:2])([CH3:3])([CH3:4])[c:5]1[cH:6][cH:7][c:8]([N:11]2[C:12](=[O:24])[N:13]([c:16]3[cH:17][cH:18][c:19]([CH2:22][OH:23])[cH:20][cH:21]3)[CH2:14][CH2:15]2)[cH:9][cH:10]1.[CH3:25][N+:26]1([O-:27])[CH2:28][CH2:29][O:30][CH2:31][CH2:32]1.[CH3:33][CH2:34][CH2:35][N+:36]([CH2:37][CH2:38][CH3:39])([CH2:40][CH2:41][CH3:42])[CH2:43][CH2:44][CH3:45].[CH3:46][C:47]#[N:48]>>[C:1]([CH3:2])([CH3:3])([CH3:4])[c:5]1[cH:6][cH:7][c:8]([N:11]2[C:12](=[O:24])[N:13]([c:16]3[cH:17][cH:18][c:19]([CH:22]=[O:23])[cH:20][cH:21]3)[CH2:14][CH2:15]2)[cH:9][cH:10]1. The reactants are CC1(OB(OC1(C)C)C=C)C (4,4,5,5-tetramethyl-2-vinyl-1,3,2dioxaborolan), crude product, IC=1C(=NC(NC1)=O)N (5-iodocytosine), C1(=CC=CC=C1)P(C1=CC=CC=C1)C1=CC=CC=C1 (triphenylphosphine), C(CCC)N(CCCC)CCCC (tributylamine). Reagents/catalysts: C=1C=CC(=CC1)/C=C/C(=O)/C=C/C2=CC=CC=C2.C=1C=CC(=CC1)/C=C/C(=O)/C=C/C2=CC=CC=C2.C=1C=CC(=CC1)/C=C/C(=O)/C=C/C2=CC=CC=C2.[Pd].[Pd] (Pd2dba3), C(Cl)(Cl)Cl (CHCl3). Run in CO (methanol). The product is C(=C)C=1C(=NC(NC1)=O)N (5-vinylcytosine). Yield: 67.4%. RXN SMILES: [CH3:1][C:2]1(C)C(C)(C)OB(C=C)O1.I[C:13]1[C:14]([NH2:20])=[N:15][C:16](=[O:19])[NH:17][CH:18]=1.C1(P(C2C=CC=CC=2)C2C=CC=CC=2)C=CC=CC=1.C(N(CCCC)CCCC)CCC>CO.C1C=CC(/C=C/C(/C=C/C2C=CC=CC=2)=O)=CC=1.C1C=CC(/C=C/C(/C=C/C2C=CC=CC=2)=O)=CC=1.C1C=CC(/C=C/C(/C=C/C2C=CC=CC=2)=O)=CC=1.[Pd].[Pd].C(Cl)(Cl)Cl>[CH:1]([C:13]1[C:14]([NH2:20])=[N:15][C:16](=[O:19])[NH:17][CH:18]=1)=[CH2:2] |f:5.6.7.8.9|. Reported procedure: 7.24 g of 4,4,5,5-tetramethyl-2-vinyl-1,3,2dioxaborolan (46.4 mmol), 10.00 g of 5-iodocytosine (42.2 mmol), 1.11 g of triphenylphosphine (14.2 mmol), 1.05 g of Pd2dba3.CHCl3 (1.1 mmol) and 15.1 ml tributylamine (63.3 mmol) in 200 ml of methanol were heated to reflux for 28 hours. After cooling the suspension to room temperature the crude product was filtered off and washed with methylene chloride. Crystallisation from boiling methanol gave 3.9 g (61%) of 5-vinylcytosine as white crystals, m.p. >... Reactants: C(C)OC(CC1=CC=C(C=C1)NC1=NC=NC(=C1[N+](=O)[O-])Cl)=O ([4-(6-chloro-5-nitro-pyrimidin-4-ylamino)-phenyl]-acetic acid ethyl ester). Reagents/catalysts: [Ni] (Ni). The solvent is C1CCOC1 (THF). Reaction conditions: time 20.5 hour. Yields the product C(C)OC(CC1=CC=C(C=C1)NC1=NC=NC(=C1N)Cl)=O ([4-(5-Amino-6-chloro-pyrimidin-4-ylamino)-phenyl]-acetic acid ethyl ester). As a reaction SMILES: [CH2:1]([O:3][C:4](=[O:23])[CH2:5][C:6]1[CH:11]=[CH:10][C:9]([NH:12][C:13]2[C:18]([N+:19]([O-])=O)=[C:17]([Cl:22])[N:16]=[CH:15][N:14]=2)=[CH:8][CH:7]=1)[CH3:2]>C1COCC1.[Ni]>[CH2:1]([O:3][C:4](=[O:23])[CH2:5][C:6]1[CH:7]=[CH:8][C:9]([NH:12][C:13]2[C:18]([NH2:19])=[C:17]([Cl:22])[N:16]=[CH:15][N:14]=2)=[CH:10][CH:11]=1)[CH3:2]. Procedure details: A mixture of [4-(6-chloro-5-nitro-pyrimidin-4-ylamino)-phenyl]-acetic acid ethyl ester (0.400 g, 1.19 mmol) and Raney Ni (˜0.100 g) in THF (10 mL) is stirred for 20.5 h at rt, under a hydrogen atmosphere. The reaction mixture is filtered through a pad of celite and concentrated. Purification of the residue by silica gel column chromatography (Hexane/EtOAc, 70:30) provides the title compound as a yellow solid: ES-MS: 307.1 [M+H]+; single peak at tR=3.81 min (System 1); Rf=0.06 (Hexane/EtOAc, 70:3...